The task is: describe an organic reaction: reactants, conditions, products, and yield. This data is from the Open Reaction Database (ORD), a public repository of structured organic reaction records. Reactants: [H-].[Na+] (Sodium hydride), C(C1=CC=CC=C1)N1CCN(CC1)CCCNC(OCCCl)=O (2-chloroethyl 3-(4-benzyl-1-piperazinyl)propylcarbamate). Run in CN(C=O)C (dimethylformamide). Reaction conditions: temperature 80 celsius, time 1 day. Product: C(C1=CC=CC=C1)N1CCN(CC1)CCCN1C(OCC1)=O (3-[3-(4-Benzyl-1-piperazinyl)propyl]-1,3-oxazolidin-2-one). Reaction SMILES: [H-].[Na+].[CH2:3]([N:10]1[CH2:15][CH2:14][N:13]([CH2:16][CH2:17][CH2:18][NH:19][C:20](=[O:25])[O:21][CH2:22][CH2:23]Cl)[CH2:12][CH2:11]1)[C:4]1[CH:9]=[CH:8][CH:7]=[CH:6][CH:5]=1>CN(C)C=O>[CH2:3]([N:10]1[CH2:15][CH2:14][N:13]([CH2:16][CH2:17][CH2:18][N:19]2[CH2:23][CH2:22][O:21][C:20]2=[O:25])[CH2:12][CH2:11]1)[C:4]1[CH:9]=[CH:8][CH:7]=[CH:6][CH:5]=1 |f:0.1|. Reported procedure: Sodium hydride(60% in oil, 0.5 g/12.5 mmol) was added to a solution of 2-chloroethyl 3-(4-benzyl-1-piperazinyl)propylcarbamate in dimethylformamide(20 ml) and stirred for 1 day at 80° C. The solvent was removed in vacuo and the residue was diluted with dichloromethane (50 ml) and water (50 ml). The aqueous layer was extracted with dichloromethane (50 ml). The combined extracts were washed with brine (50 ml), dried over magnesium sulfate, filtered and concentrated in vacuo. The residue was purifi... The reactants are C(OCCBr)(C)(C)C, c1(c(n[nH]c1)C)[N+](=O)[O-]. Reagents/catalysts: c1ccc(cc1)-c2c3ccccc3cc4ccccc24 (9-Phenylanthracene), CC(C)(C)N=P(N1CCCC1)(N2CCCC2)N3CCCC3   (P1-t-Bu-tris). Solvent: C1CCOC1 (THF). Reaction conditions: temperature 20 celsius, time 18 hour. Yields the product Cc1nn(CCOC(C)(C)C)cc1[N+](=O)[O-]. Reaction SMILES: [CH3:1][c:2]1[c:6]([N+:7]([O-:9])=[O:8])[cH:5][nH:4][n:3]1.[CH3:10][C:11]([O:14][CH2:15][CH2:16]Br)([CH3:13])[CH3:12]>>[CH3:1][c:2]1[c:6]([N+:7]([O-:9])=[O:8])[cH:5][n:4]([CH2:16][CH2:15][O:14][C:11]([CH3:13])([CH3:12])[CH3:10])[n:3]1. Starting materials: CS(C)=O, CCS(=O)(=O)O, CCOC(C)=O, COc1cc2nccc(Oc3ccc(NC(=O)NC4CC4)c(Cl)c3)c2cc1C(N)=O. Yields the product CCS(=O)(=O)[O-], COc1cc2nccc(Oc3ccc(NC(=O)NC4CC4)c(Cl)c3)c2cc1C(N)=O. Reaction SMILES: [CH3:1][S:2](=[O:3])[CH3:4].[CH3:35][CH2:36][S:37]([OH:38])(=[O:39])=[O:40].[CH3:41][CH2:42][O:43][C:44](=[O:45])[CH3:46].[Cl:5][c:6]1[cH:7][c:8]([O:9][c:10]2[cH:11][cH:12][n:13][c:14]3[cH:15][c:16]([O:23][CH3:24])[c:17]([C:20](=[O:21])[NH2:22])[cH:18][c:19]23)[cH:25][cH:26][c:27]1[NH:28][C:29](=[O:30])[NH:31][CH:32]1[CH2:33][CH2:34]1>>[CH3:35][CH2:36][S:37](=[O:38])(=[O:39])[O-:40].[Cl:5][c:6]1[cH:7][c:8]([O:9][c:10]2[cH:11][cH:12][n:13][c:14]3[cH:15][c:16]([O:23][CH3:24])[c:17]([C:20](=[O:21])[NH2:22])[cH:18][c:19]23)[cH:25][cH:26][c:27]1[NH:28][C:29](=[O:30])[NH:31][CH:32]1[CH2:33][CH2:34]1.